Task: describe an organic reaction: reactants, conditions, products, and yield. Dataset: the Open Reaction Database (ORD), a public repository of structured organic reaction records The reactants are ClC=1C=C(C=CC1)\C=N\C ([1-(3-chloro-phenyl)-meth-(E)-ylidene]-methyl-amine), ClC1=CC(=C(C=C1)/C(/C#N)=C/CC(C)(C)C)F ((Z)-2-(4-chloro-2-fluoro-phenyl)-5,5-dimethyl-hex-2-enenitrile), [OH-].[K+] (KOH). Run in O (water), CS(=O)C (DMSO). RXN SMILES: [Cl:1][C:2]1[CH:3]=[C:4](/[CH:8]=[N:9]/[CH3:10])[CH:5]=[CH:6][CH:7]=1.[Cl:11][C:12]1[CH:17]=[CH:16][C:15](/[C:18](=[CH:21]/[CH2:22][C:23]([CH3:26])([CH3:25])[CH3:24])/[C:19]#[N:20])=[C:14]([F:27])[CH:13]=1.[OH-].[K+]>CS(C)=O.O>[Cl:1][C:2]1[CH:3]=[C:4]([CH:8]2[C:18]([C:15]3[CH:16]=[CH:17][C:12]([Cl:11])=[CH:13][C:14]=3[F:27])([C:19]#[N:20])[CH:21]([CH2:22][C:23]([CH3:26])([CH3:25])[CH3:24])[CH2:10][NH:9]2)[CH:5]=[CH:6][CH:7]=1 |f:2.3|. Reaction conditions: time 8 hour. The product is ClC=1C=C(C=CC1)C1NCC(C1(C#N)C1=C(C=C(C=C1)Cl)F)CC(C)(C)C (rac-(2S,3S,4S)-2-(3-chloro-phenyl)-3-(4-chloro-2-fluoro-phenyl)-4-(2,2-dimethyl-propyl)-pyrrolidine-3-carbonitrile). The yield is 36.0%. Reported procedure: To a solution of [1-(3-chloro-phenyl)-meth-(E)-ylidene]-methyl-amine (0.77 g, 5.00 mmol) and (Z)-2-(4-chloro-2-fluoro-phenyl)-5,5-dimethyl-hex-2-enenitrile (1.72 g, 5.00 mmol) in DMSO (5 mL) was added KOH powder (0.56 g, 10.00 mmol) in one portion. The mixture was stirred at rt overnight. The reaction mixture was diluted with water and extracted with EtOAc three times (3×50 mL). The combined organic layers were washed with water and brine and dried over Na2SO4, and concentrated. The residue was ...